Dataset: the Open Reaction Database (ORD), a public repository of structured organic reaction records. Task: describe an organic reaction: reactants, conditions, products, and yield Starting materials: CC(C)(C)OCCC(=O)Nc1ccc2[nH]c(C(=O)NCc3ccc(Cl)c(Oc4cc(Cl)cc(C#N)c4)c3F)cc2c1, Cl, C1COCCO1. Product: N#Cc1cc(Cl)cc(Oc2c(Cl)ccc(CNC(=O)c3cc4cc(NC(=O)CCO)ccc4[nH]3)c2F)c1. Reaction SMILES: [Cl:1][c:2]1[c:3]([O:32][c:33]2[cH:34][c:35]([Cl:41])[cH:36][c:37]([C:39]#[N:40])[cH:38]2)[c:4]([F:31])[c:5]([CH2:8][NH:9][C:10](=[O:11])[c:12]2[nH:13][c:14]3[cH:15][cH:16][c:17]([NH:21][C:22]([CH2:23][CH2:24][O:25][C:26]([CH3:27])([CH3:28])[CH3:29])=[O:30])[cH:18][c:19]3[cH:20]2)[cH:6][cH:7]1.[ClH:42].[O:43]1[CH2:44][CH2:45][O:46][CH2:47][CH2:48]1>>[Cl:1][c:2]1[c:3]([O:32][c:33]2[cH:34][c:35]([Cl:41])[cH:36][c:37]([C:39]#[N:40])[cH:38]2)[c:4]([F:31])[c:5]([CH2:8][NH:9][C:10](=[O:11])[c:12]2[nH:13][c:14]3[cH:15][cH:16][c:17]([NH:21][C:22]([CH2:23][CH2:24][OH:25])=[O:30])[cH:18][c:19]3[cH:20]2)[cH:6][cH:7]1. Reactants: CCCCCC, Nc1cc(Cl)cc(C(F)(F)F)c1Cl, O=C=NC(=O)c1c(F)cccc1F, c1ccccc1. The product is O=C(NC(=O)c1c(F)cccc1F)Nc1cc(Cl)cc(C(F)(F)F)c1Cl. As a reaction SMILES: [CH3:27][CH2:28][CH2:29][CH2:30][CH2:31][CH3:32].[Cl:1][c:2]1[c:3]([NH2:4])[cH:5][c:6]([Cl:13])[cH:7][c:8]1[C:9]([F:10])([F:11])[F:12].[F:14][c:15]1[c:16]([C:17](=[O:18])[N:19]=[C:20]=[O:21])[c:22]([F:26])[cH:23][cH:24][cH:25]1.[cH:33]1[cH:34][cH:35][cH:36][cH:37][cH:38]1>>[Cl:1][c:2]1[c:3]([NH:4][C:20]([NH:19][C:17]([c:16]2[c:15]([F:14])[cH:25][cH:24][cH:23][c:22]2[F:26])=[O:18])=[O:21])[cH:5][c:6]([Cl:13])[cH:7][c:8]1[C:9]([F:10])([F:11])[F:12]. The reactants are C(C)(=O)N1C(C(C2=CC=CC=C12)=C(C1=CC=CC=C1)OCC)=O (1-acetyl-3-(1-ethoxy-1-phenyl-methylidene)-2-indolinone), O1CCN(CC1)CC1=CC=C(N)C=C1 (4-morpholinomethyl-aniline), [OH-].[Na+] (sodium hydroxide). Run in CN(C)C=O (DMF), CO (methanol). The product is O1CCN(CC1)CC1=CC=C(C=C1)N\C(\C1=CC=CC=C1)=C\1/C(NC2=CC=CC=C12)=O ((Z)-3-[1-(4-morpholinomethyl-phenylamino)-1-phenyl-methyli-den]-2-indolinone). RXN SMILES: C([N:4]1[C:12]2[C:7](=[CH:8][CH:9]=[CH:10][CH:11]=2)[C:6](=[C:13](OCC)[C:14]2[CH:19]=[CH:18][CH:17]=[CH:16][CH:15]=2)[C:5]1=[O:23])(=O)C.[O:24]1[CH2:29][CH2:28][N:27]([CH2:30][C:31]2[CH:37]=[CH:36][C:34]([NH2:35])=[CH:33][CH:32]=2)[CH2:26][CH2:25]1.[OH-].[Na+]>CN(C=O)C.CO>[O:24]1[CH2:25][CH2:26][N:27]([CH2:30][C:31]2[CH:37]=[CH:36][C:34]([NH:35]/[C:13](=[C:6]3\[C:5](=[O:23])[NH:4][C:12]4[C:7]\3=[CH:8][CH:9]=[CH:10][CH:11]=4)/[C:14]3[CH:15]=[CH:16][CH:17]=[CH:18][CH:19]=3)=[CH:33][CH:32]=2)[CH2:28][CH2:29]1 |f:2.3|. Procedure: Prepared analogously to Example 1 from 1-acetyl-3-(1-ethoxy-1-phenyl-methylidene)-2-indolinone and 4-morpholinomethyl-aniline in DMF and subsequent treatment with sodium hydroxide solution in methanol. Starting materials: COc1cccc(OC)c1C(O)c1c(OC)cccc1OC, CC#N, C1CCOC1, O, O, Cc1ccc(S(=O)(=O)O)cc1. The product is COc1cccc(OC)c1Cc1c(OC)cccc1OC. Reaction SMILES: [CH3:1][O:2][c:3]1[c:4]([CH:11]([OH:12])[c:13]2[c:14]([O:21][CH3:22])[cH:15][cH:16][cH:17][c:18]2[O:19][CH3:20])[c:5]([O:9][CH3:10])[cH:6][cH:7][cH:8]1.[CH3:36][C:37]#[N:38].[O:39]1[CH2:40][CH2:41][CH2:42][CH2:43]1.[OH2:23].[OH2:35].[c:24]1([CH3:25])[cH:26][cH:27][c:28]([S:29]([OH:30])(=[O:31])=[O:32])[cH:33][cH:34]1>>[CH3:1][O:2][c:3]1[c:4]([CH2:11][c:13]2[c:14]([O:21][CH3:22])[cH:15][cH:16][cH:17][c:18]2[O:19][CH3:20])[c:5]([O:9][CH3:10])[cH:6][cH:7][cH:8]1. Reactants: ClCC1=C2C(=NC=C1)N(C(=C2)C2=CN(C1=CC(=C(C=C21)OC)OC)C)S(=O)(=O)C2=CC=C(C=C2)C (4-chloromethyl-2-(5,6-dimethoxy-1-methyl-1H-indol-3-yl)-1-(toluene-4-sulfonyl)-1H-pyrrolo[2,3-b]pyridine), C(C)(C)(C)OC(NC1CNC1)=O (azetidin-3-ylcarbamic acid tert-butyl ester). The product is C(C)(C)(C)OC(NC1CN(C1)CC1=C2C(=NC=C1)N(C(=C2)C2=CN(C1=CC(=C(C=C21)OC)OC)C)S(=O)(=O)C2=CC=C(C=C2)C)=O ({1-[2-(5,6-Dimethoxy-1-methyl-1H-indol-3-yl)-1-(toluene-4-sulfonyl)-1H-pyrrolo[2,3-b]pyrid-4-ylmethyl]azetidin-3-yl}carbamic acid tert-butyl ester), C(C)(C)(C)OC(NC1CN(C1)CC1=C2C(=NC=C1)NC(=C2)C2=CN(C1=CC(=C(C=C21)OC)OC)C)=O ({1-[2-(5,6-dimethoxy-1-methyl-1H-indol-3-yl)-1H-pyrrolo[2,3-b]pyrid-4-ylmethyl]azetidin-3-yl}carbamic acid tert-butyl ester). The yield is 200.1%. Reaction SMILES: Cl[CH2:2][C:3]1[CH:8]=[CH:7][N:6]=[C:5]2[N:9]([S:26]([C:29]3[CH:34]=[CH:33][C:32]([CH3:35])=[CH:31][CH:30]=3)(=[O:28])=[O:27])[C:10]([C:12]3[C:20]4[C:15](=[CH:16][C:17]([O:23][CH3:24])=[C:18]([O:21][CH3:22])[CH:19]=4)[N:14]([CH3:25])[CH:13]=3)=[CH:11][C:4]=12.[C:36]([O:40][C:41](=[O:47])[NH:42][CH:43]1[CH2:46][NH:45][CH2:44]1)([CH3:39])([CH3:38])[CH3:37]>>[C:36]([O:40][C:41](=[O:47])[NH:42][CH:43]1[CH2:46][N:45]([CH2:2][C:3]2[CH:8]=[CH:7][N:6]=[C:5]3[N:9]([S:26]([C:29]4[CH:34]=[CH:33][C:32]([CH3:35])=[CH:31][CH:30]=4)(=[O:28])=[O:27])[C:10]([C:12]4[C:20]5[C:15](=[CH:16][C:17]([O:23][CH3:24])=[C:18]([O:21][CH3:22])[CH:19]=5)[N:14]([CH3:25])[CH:13]=4)=[CH:11][C:4]=23)[CH2:44]1)([CH3:39])([CH3:37])[CH3:38].[C:36]([O:40][C:41](=[O:47])[NH:42][CH:43]1[CH2:46][N:45]([CH2:2][C:3]2[CH:8]=[CH:7][N:6]=[C:5]3[NH:9][C:10]([C:12]4[C:20]5[C:15](=[CH:16][C:17]([O:23][CH3:24])=[C:18]([O:21][CH3:22])[CH:19]=5)[N:14]([CH3:25])[CH:13]=4)=[CH:11][C:4]=23)[CH2:44]1)([CH3:39])([CH3:37])[CH3:38]. Procedure: {1-[2-(5,6-Dimethoxy-1-methyl-1H-indol-3-yl)-1-(toluene-4-sulfonyl)-1H-pyrrolo[2,3-b]pyrid-4-ylmethyl]azetidin-3-yl}carbamic acid tert-butyl ester is prepared as described in Example 200b starting with 0.14 g of 4-chloromethyl-2-(5,6-dimethoxy-1-methyl-1H-indol-3-yl)-1-(toluene-4-sulfonyl)-1H-pyrrolo[2,3-b]pyridine and 0.118 g of azetidin-3-ylcarbamic acid tert-butyl ester instead of the piperid-4-ol used in Example 200b. After purification by flash-pack chromatography (SiO2, dichloromethane/met... Reactants: NC1=C(C(=O)O)C=CC=C1C(F)(F)F (2-amino-3-trifluoromethylbenzoic acid), ( 2 ), COCC(=O)Cl (methoxy acetic acid chloride). Conditions: temperature 140 celsius, time 17.5 minute. The product is COCC1=NC2=C(C(O1)=O)C=CC=C2C(F)(F)F (2-methoxymethyl-8-trifluoromethyl-4-H-3,1-benzoxazine-4-one). The yield is 60.2%. As a reaction SMILES: [NH2:1][C:2]1[C:10]([C:11]([F:14])([F:13])[F:12])=[CH:9][CH:8]=[CH:7][C:3]=1[C:4]([OH:6])=[O:5].[CH3:15][O:16][CH2:17][C:18](Cl)=O>>[CH3:15][O:16][CH2:17][C:18]1[O:5][C:4](=[O:6])[C:3]2[CH:7]=[CH:8][CH:9]=[C:10]([C:11]([F:12])([F:13])[F:14])[C:2]=2[N:1]=1. Procedure: A mixture of 7.1 g of 2-amino-3-trifluoromethylbenzoic acid [prepared by the process of J. Med. Chem., Vol. 16 (2) (1973), p. 101-106] and 10 g of methoxy acetic acid chloride was progressively heated and at 35° to 40° C., a very important disengagement of gas occurred for 15 to 20 minutes and at 120° C. a brown solution was formed and gas disengagement slackened but continued. The temperature was maintained at 140° C. for one hour during which gas formation practically ceased. The mixture was c... The reactants are N1CC2(CCC1)CSC1=C(O2)C2=CC=CC=C2C(C1=O)=O (spiro[naphtho[1,2-b][1,4]oxathiine-2,3′-piperidine]-5,6-dione), C(C1=CC=CC=C1)[C@H]1OC1 ((2R)-2-benzyloxirane). RXN SMILES: [NH:1]1[CH2:6][CH2:5][CH2:4][C:3]2([O:11][C:10]3[C:12]4[C:17]([C:18](=[O:21])[C:19](=[O:20])[C:9]=3[S:8][CH2:7]2)=[CH:16][CH:15]=[CH:14][CH:13]=4)[CH2:2]1.[CH2:22]([C@@H:29]1[CH2:31][O:30]1)[C:23]1[CH:28]=[CH:27][CH:26]=[CH:25][CH:24]=1>>[OH:30][C@H:29]([CH2:22][C:23]1[CH:28]=[CH:27][CH:26]=[CH:25][CH:24]=1)[CH2:31][N:1]1[CH2:6][CH2:5][CH2:4][C:3]2([O:11][C:10]3[C:12]4[C:17]([C:18](=[O:21])[C:19](=[O:20])[C:9]=3[S:8][CH2:7]2)=[CH:16][CH:15]=[CH:14][CH:13]=4)[CH2:2]1. Yields the product O[C@@H](CN1CC2(CCC1)CSC1=C(O2)C2=CC=CC=C2C(C1=O)=O)CC1=CC=CC=C1 (1′-[(2R)-2-hydroxy-3-phenylpropyl]spiro[naphtho[1,2-b][1,4]oxathiine-2,3′-piperidine]-5,6-dione). Procedure: Compound 195 was synthesized using spiro[naphtho[1,2-b][1,4]oxathiine-2,3′-piperidine]-5,6-dione, (2R)-2-benzyloxirane and conditions outlined in procedure Y. M.p.=65-67° C., 400 MHz 1H NMR (CDCl3) δ: 8.04-8.03 (br d, J=7.82 Hz, 1H), 7.73-7.60 (m, 2H), 7.49-7.44 (m, 1H), 7.31-7.18 (m, 5H), 3.95-3.91 (m, 1H), 3.18-2.91 (m, 3H), 2.78-2.53 (m, 5H), 2.45-2.33 (m, 2H), 2.03-1.70 (m, 4H); LCMS: 436 [M+H].